From a dataset of the Open Reaction Database (ORD), a public repository of structured organic reaction records. describe an organic reaction: reactants, conditions, products, and yield The reactants are ClCCCBr, CN(C)C=O, [H-], [Na+], Cc1cc(-c2cn3cccc(C)c3n2)ccc1O. Yields the product Cc1cc(-c2cn3cccc(C)c3n2)ccc1OCCCCl. Reaction SMILES: [Br:21][CH2:22][CH2:23][CH2:24][Cl:25].[CH3:26][N:27]([CH3:28])[CH:29]=[O:30].[H-:19].[Na+:20].[OH:1][c:2]1[c:3]([CH3:18])[cH:4][c:5](-[c:8]2[n:9][c:10]3[n:11]([cH:12][cH:13][cH:14][c:15]3[CH3:16])[cH:17]2)[cH:6][cH:7]1>>[O:1]([c:2]1[c:3]([CH3:18])[cH:4][c:5](-[c:8]2[n:9][c:10]3[n:11]([cH:12][cH:13][cH:14][c:15]3[CH3:16])[cH:17]2)[cH:6][cH:7]1)[CH2:22][CH2:23][CH2:24][Cl:25]. Reactants: O=C([O-])[O-], C1COCCO1, O=[N+]([O-])c1cccnc1Cl, Nc1cccc(I)c1, [K+], [K+]. Yields the product O=[N+]([O-])c1cccnc1Nc1cccc(I)c1. RXN SMILES: [C:19](=[O:20])([O-:21])[O-:22].[CH2:25]1[O:26][CH2:27][CH2:28][O:29][CH2:30]1.[Cl:1][c:2]1[n:3][cH:4][cH:5][cH:6][c:7]1[N+:8](=[O:9])[O-:10].[I:11][c:12]1[cH:13][c:14]([NH2:15])[cH:16][cH:17][cH:18]1.[K+:23].[K+:24]>>[c:2]1([NH:15][c:14]2[cH:13][c:12]([I:11])[cH:18][cH:17][cH:16]2)[n:3][cH:4][cH:5][cH:6][c:7]1[N+:8](=[O:9])[O-:10]. Reactants: BrC1=C(C2=CN(N=C2C=C1)C)CO ((5-Bromo-2-methyl-2H-indazol-4-yl)methanol), I(=O)(=O)C1=C(C(=O)O)C=CC=C1 (o-iodoxybenzoic acid). Solvent: CS(=O)C (dimethyl sulfoxide), C(C)OCC (diethyl ether). Reaction conditions: time 1 hour. The product is BrC1=C(C2=CN(N=C2C=C1)C)C=O (5-bromo-2-methyl-2H-indazole-4-carbaldehyde). Isolated yield 97.1%. RXN SMILES: [Br:1][C:2]1[CH:10]=[CH:9][C:8]2[C:4](=[CH:5][N:6]([CH3:11])[N:7]=2)[C:3]=1[CH2:12][OH:13].I(C1C=CC=CC=1C(O)=O)(=O)=O>CS(C)=O.C(OCC)C>[Br:1][C:2]1[CH:10]=[CH:9][C:8]2[C:4](=[CH:5][N:6]([CH3:11])[N:7]=2)[C:3]=1[CH:12]=[O:13]. Procedure details: (5-Bromo-2-methyl-2H-indazol-4-yl)methanol (324 mg, 1.34 mmol) and o-iodoxybenzoic acid (414 mg, 1.48 mmol) were dissolved in dimethyl sulfoxide (6.7 mL), and the mixture was stirred at room temperature for 1 hr. The reaction solution was diluted with diethyl ether, washed with saturated aqueous sodium hydrogen carbonate solution and saturated brine, and dried over anhydrous sodium sulfate. The solvent was evaporated under reduced pressure. The residue was purified by silica gel column chromatog... The reactants are C(CCC)C1=CC2=C(O1)C=CC=C2 (2-butylbenzo[b]furan), Cl[Sn](Cl)(Cl)Cl (SnCl4), COC1=CC=C(S1)C(=O)Cl (5-methoxy-2-thiophenecarbonyl chloride). Solvent: C(Cl)(Cl)Cl (chloroform), C(Cl)(Cl)Cl (chloroform). Conditions: temperature 0 celsius, time 2 hour. The product is C(CCC)C1=C(C2=C(O1)C=CC=C2)C(=O)C=2SC(=CC2)OC ((2-Butyl-3-benzo[b]furanyl) (5-methoxy-2-thienyl)methanone). RXN SMILES: [CH2:1]([C:5]1[O:9][C:8]2[CH:10]=[CH:11][CH:12]=[CH:13][C:7]=2[CH:6]=1)[CH2:2][CH2:3][CH3:4].[CH3:14][O:15][C:16]1[S:20][C:19]([C:21](Cl)=[O:22])=[CH:18][CH:17]=1.Cl[Sn](Cl)(Cl)Cl>C(Cl)(Cl)Cl>[CH2:1]([C:5]1[O:9][C:8]2[CH:10]=[CH:11][CH:12]=[CH:13][C:7]=2[C:6]=1[C:21]([C:19]1[S:20][C:16]([O:15][CH3:14])=[CH:17][CH:18]=1)=[O:22])[CH2:2][CH2:3][CH3:4]. Reported procedure: 3.0 g (17.2 mmol) 2-butylbenzo[b]furan were dissolved in 30 ml abs. chloroform, the solution was cooled to 0° C., and reacted with 3.6 g (20.4 mmol) 5-methoxy-2-thiophenecarbonyl chloride, dissolved in 5 ml abs. chloroform, and then, at a temperature between 0° and 3° C., 2.8 ml SnCl4 were added dropwise. Stirring for 2 hours at 0° C. followed. The reaction mixture was evacuated under ice-cooling over 50 ml 2N HCl, the phases were separated and the aqueous phase thoroughly extracted with ether. ... Reactants: CC(C)(C)OC(=O)CBr, CC(C)C1COC(=O)N1C(=O)CCCc1ccccc1. The product is CC(C)C1COC(=O)N1C(=O)C(CCc1ccccc1)CC(=O)OC(C)(C)C. RXN SMILES: [Br:21][CH2:22][C:23](=[O:24])[O:25][C:26]([CH3:27])([CH3:28])[CH3:29].[CH:1]([CH3:2])([CH3:3])[CH:4]1[N:5]([C:10]([CH2:11][CH2:12][CH2:13][c:14]2[cH:15][cH:16][cH:17][cH:18][cH:19]2)=[O:20])[C:6](=[O:9])[O:7][CH2:8]1>>[CH:1]([CH3:2])([CH3:3])[CH:4]1[N:5]([C:10]([CH:11]([CH2:12][CH2:13][c:14]2[cH:15][cH:16][cH:17][cH:18][cH:19]2)[CH2:22][C:23](=[O:24])[O:25][C:26]([CH3:27])([CH3:28])[CH3:29])=[O:20])[C:6](=[O:9])[O:7][CH2:8]1.